From a dataset of the Open Reaction Database (ORD), a public repository of structured organic reaction records. describe an organic reaction: reactants, conditions, products, and yield Reactants: FC1=C(C(=CC=C1)F)N1C(C=CC2=C1N=C(N=C2C=2C=C(C(=O)O)C=CC2C)SC)=O (3-[8-(2,6-difluorophenyl)-2-(methylthio)-7-oxo-7,8-dihydropyrido[2,3-d]pyrimidin-4-yl]-4-methylbenzoic acid), CC1(NC(CC(C1)N)(C)C)C (2,2,6,6-tetramethyl-4-piperidinamine), FC1=CC=C(C=C1)CCN (2-(4-fluorophenyl)ethanamine), amide. Yields the product FC1=C(C(=CC=C1)F)N1C(C=CC2=C1N=C(N=C2C=2C=C(C(=O)NCCC1=CC=C(C=C1)F)C=CC2C)NC2CC(NC(C2)(C)C)(C)C)=O (3-{8-(2,6-difluorophenyl)-7-oxo-2-[(2,2,6,6-tetramethyl-4-piperidinyl)amino]-7,8-dihydropyrido[2,3-d]pyrimidin-4-yl}-N-[2-(4-fluorophenyl)ethyl]-4-methylbenzamide). As a reaction SMILES: [F:1][C:2]1[CH:7]=[CH:6][CH:5]=[C:4]([F:8])[C:3]=1[N:9]1[C:14]2[N:15]=[C:16](SC)[N:17]=[C:18]([C:19]3[CH:20]=[C:21]([CH:25]=[CH:26][C:27]=3[CH3:28])[C:22](O)=[O:23])[C:13]=2[CH:12]=[CH:11][C:10]1=[O:31].[F:32][C:33]1[CH:38]=[CH:37][C:36]([CH2:39][CH2:40][NH2:41])=[CH:35][CH:34]=1.[CH3:42][C:43]1([CH3:52])[CH2:48][CH:47]([NH2:49])[CH2:46][C:45]([CH3:51])([CH3:50])[NH:44]1>>[F:8][C:4]1[CH:5]=[CH:6][CH:7]=[C:2]([F:1])[C:3]=1[N:9]1[C:14]2[N:15]=[C:16]([NH:49][CH:47]3[CH2:48][C:43]([CH3:52])([CH3:42])[NH:44][C:45]([CH3:51])([CH3:50])[CH2:46]3)[N:17]=[C:18]([C:19]3[CH:20]=[C:21]([CH:25]=[CH:26][C:27]=3[CH3:28])[C:22]([NH:41][CH2:40][CH2:39][C:36]3[CH:37]=[CH:38][C:33]([F:32])=[CH:34][CH:35]=3)=[O:23])[C:13]=2[CH:12]=[CH:11][C:10]1=[O:31]. Procedure: The title compound is prepared from the acid from 3-[8-(2,6-difluorophenyl)-2-(methylthio)-7-oxo-7,8-dihydropyrido[2,3-d]pyrimidin-4-yl]-4-methylbenzoic acid by following the procedures in Example 19 using 2-(4-fluorophenyl)ethanamine for the amide formation and 2,2,6,6-tetramethyl-4-piperidinamine for the displacement reaction: LC-MS m/z 669 (M+H)+, 2.03 min (ret time).